Dataset: the Open Reaction Database (ORD), a public repository of structured organic reaction records. Task: describe an organic reaction: reactants, conditions, products, and yield Reactants: Cl.C1(=CC=CC=C1)[C@@H](C)N[C@@H](CC=1C=C(C=CC1)CC#N)C ({3-[(R)-2-((R)-1-phenylethylamino)propyl]phenyl}-acetonitrile hydrochloride salt), [OH-].[Na+] (sodium hydroxide), [BH4-].[Na+] (sodium tetrahydroborate), Cl (hydrochloric acid). The reagents and catalysts are O.O.O.O.O.O.[Co](Cl)Cl (cobalt(II) chloride hexahydrate). Run in CO (MeOH). Reaction conditions: time 1 hour. The product is NCCC=1C=C(C=CC1)C[C@@H](C)N[C@H](C)C1=CC=CC=C1 ({(R)-2-[3-(2-Aminoethyl)phenyl]-1-methylethyl}-((R)-1-phenylethyl)amine). As a reaction SMILES: Cl.[C:2]1([C@H:8]([NH:10][C@H:11]([CH3:22])[CH2:12][C:13]2[CH:14]=[C:15]([CH2:19][C:20]#[N:21])[CH:16]=[CH:17][CH:18]=2)[CH3:9])[CH:7]=[CH:6][CH:5]=[CH:4][CH:3]=1.[BH4-].[Na+].Cl.[OH-].[Na+]>CO.O.O.O.O.O.O.[Co](Cl)Cl>[NH2:21][CH2:20][CH2:19][C:15]1[CH:14]=[C:13]([CH2:12][C@H:11]([NH:10][C@@H:8]([C:2]2[CH:3]=[CH:4][CH:5]=[CH:6][CH:7]=2)[CH3:9])[CH3:22])[CH:18]=[CH:17][CH:16]=1 |f:0.1,2.3,5.6,8.9.10.11.12.13.14|. Procedure details: To a stirred solution of {3-[(R)-2-((R)-1-phenylethylamino)propyl]phenyl}-acetonitrile hydrochloride salt (2.00 g, 6.35 mmol) and cobalt(II) chloride hexahydrate (4.27 g, 18.0 mmol) in MeOH (40.0 mL) at 0° C. was added sodium tetrahydroborate (2.72 g, 71.8 mmol) portion-wise (reaction was exothermic). The reaction mixture was stirred for 1 h at room temperature and then concentrated aqueous hydrochloric acid was added and stirring was continued until the solid that had formed was broken-up. The ... Reactants: CS(=O)(=O)OCCC[C@@H]1[C@H](OCC2=CC=CC=C2)[C@@H](OCC2=CC=CC=C2)[C@H](OCC2=CC=CC=C2)[C@H](O1)COCC1=CC=CC=C1 (3-(2,3,4,6-tetra-O-benzyl-α-D-glucopyranosyl)propyl methanesulfonate), [N-]=[N+]=[N-].C(CCC)[N+](CCCC)(CCCC)CCCC (tetrabutylammonium azide). Solvent: C(=O)(C)C#N (AcCN). Yields the product C(C1=CC=CC=C1)O[C@H]1[C@H](O[C@@H]([C@H]([C@@H]1OCC1=CC=CC=C1)OCC1=CC=CC=C1)COCC1=CC=CC=C1)CCCN=[N+]=[N-] (3-(2,3,4,6-tetra-O-benzyl-α-D-glucopyranosyl)propyl azide). As a reaction SMILES: CS(O[CH2:6][CH2:7][CH2:8][C@H:9]1[O:38][C@H:37]([CH2:39][O:40][CH2:41][C:42]2[CH:47]=[CH:46][CH:45]=[CH:44][CH:43]=2)[C@@H:28]([O:29][CH2:30][C:31]2[CH:36]=[CH:35][CH:34]=[CH:33][CH:32]=2)[C@H:19]([O:20][CH2:21][C:22]2[CH:27]=[CH:26][CH:25]=[CH:24][CH:23]=2)[C@H:10]1[O:11][CH2:12][C:13]1[CH:18]=[CH:17][CH:16]=[CH:15][CH:14]=1)(=O)=O.[N-:48]=[N+:49]=[N-:50].C([N+](CCCC)(CCCC)CCCC)CCC>C(C#N)(C)=O>[CH2:12]([O:11][C@@H:10]1[C@@H:19]([O:20][CH2:21][C:22]2[CH:27]=[CH:26][CH:25]=[CH:24][CH:23]=2)[C@H:28]([O:29][CH2:30][C:31]2[CH:32]=[CH:33][CH:34]=[CH:35][CH:36]=2)[C@@H:37]([CH2:39][O:40][CH2:41][C:42]2[CH:43]=[CH:44][CH:45]=[CH:46][CH:47]=2)[O:38][C@@H:9]1[CH2:8][CH2:7][CH2:6][N:48]=[N+:49]=[N-:50])[C:13]1[CH:14]=[CH:15][CH:16]=[CH:17][CH:18]=1 |f:1.2|. Procedure details: To a solution of 3-(2,3,4,6-tetra-O-benzyl-α-D-glucopyranosyl)propyl methanesulfonate (3.78 g, 5.72 mmol) in AcCN (50 mL) was added tetrabutylammonium azide (1.66 g, 5.83 mmol). The resulting mixture allowed to reflux overnight. After cooled to rt, the reaction mixture was concentrated. The residue was dissolved in ether (50 mL), which was washed with water (2×50 mL), brine (25 mL), dried over Na2SO4, filtered and concentrated. The residue was purified by flash chromatography on silica gel (120 ... Reactants: Brc1cccnc1, O=C([O-])[O-], [K+], [K+], c1ccncc1, CCOC(=O)CCc1c[nH]c2ccccc12. Yields the product CCOC(=O)CCc1cn(-c2cccnc2)c2ccccc12. Reaction SMILES: [Br:17][c:18]1[cH:19][n:20][cH:21][cH:22][cH:23]1.[C:24](=[O:25])([O-:26])[O-:27].[K+:28].[K+:29].[cH:30]1[cH:31][cH:32][n:33][cH:34][cH:35]1.[nH:1]1[cH:2][c:3]([CH2:10][CH2:11][C:12](=[O:13])[O:14][CH2:15][CH3:16])[c:4]2[cH:5][cH:6][cH:7][cH:8][c:9]12>>[n:1]1(-[c:18]2[cH:19][n:20][cH:21][cH:22][cH:23]2)[cH:2][c:3]([CH2:10][CH2:11][C:12](=[O:13])[O:14][CH2:15][CH3:16])[c:4]2[cH:5][cH:6][cH:7][cH:8][c:9]12. The reactants are C(C1=CC=CC=C1)N1CC2=C(CC1)C=C(O2)C(=O)OC (methyl 6-benzyl-4,5,6,7-tetrahydrofuro[2,3-c]pyridine-2-carboxylate). The reagents and catalysts are [C].[Pd] (palladium-carbon). The solvent is CO (methanol). Yields the product O1C(=CC2=C1CNCC2)C(=O)OC (methyl 4,5,6,7-tetrahydrofuro[2,3-c]pyridine-2-carboxylate). Reaction SMILES: C([N:8]1[CH2:13][CH2:12][C:11]2[CH:14]=[C:15]([C:17]([O:19][CH3:20])=[O:18])[O:16][C:10]=2[CH2:9]1)C1C=CC=CC=1>CO.[C].[Pd]>[O:16]1[C:10]2[CH2:9][NH:8][CH2:13][CH2:12][C:11]=2[CH:14]=[C:15]1[C:17]([O:19][CH3:20])=[O:18] |f:2.3|. Procedure details: A solution of 0.285 g (1.050 mmol) of methyl 6-benzyl-4,5,6,7-tetrahydrofuro[2,3-c]pyridine-2-carboxylate in 30 ml of methanol was hydrogenated at room temperature at atmospheric pressure over 0.2 g of 10% palladium-carbon (50% wet) overnight. After the catalyst was filtered off, the filtrate was evaporated under reduced pressure to yield the desired product. Reactants: C(C)OC(=O)C=1C(=NC(=NC1)SC)NC (4-methylamino-2-methylthio-5-pyrimidine carboxylic acid ethyl ester), C(C)C(C(=O)Cl)C(=O)Cl (ethyl malonyl chloride), C(C)OCC (diethyl ether). Reaction conditions: time 1 hour. Yields the product C(C)OC(=O)C1=C(C2=C(N=C(N=C2)SC)N(C1=O)C)O (7,8-dihydro-5-hydroxy-8-methyl-2-(methylthio)-7-oxo-pyrido[2,3-d]-pyrimidine-6-carboxylic acid ethyl ester). Reaction SMILES: C(O[C:4]([C:6]1[C:7]([NH:14][CH3:15])=[N:8][C:9]([S:12][CH3:13])=[N:10][CH:11]=1)=[O:5])C.C([CH:18]([C:22](Cl)=[O:23])[C:19](Cl)=[O:20])C.[CH2:25]([O:27]CC)[CH3:26]>>[CH2:25]([O:27][C:22]([C:18]1[C:19](=[O:20])[N:14]([CH3:15])[C:7]2[N:8]=[C:9]([S:12][CH3:13])[N:10]=[CH:11][C:6]=2[C:4]=1[OH:5])=[O:23])[CH3:26]. Procedure details: To a solution of 4.54 g. (0.02 mole) of 4-methylamino-2-methylthio-5-pyrimidine carboxylic acid ethyl ester in 100 ml. of anhydrous diethyl ether was added 1.5 g. (0.01 mole) of ethyl malonyl chloride. The mixture was stirred at room temperature for 1 hour. The mixture was filtered and the filtrate was evaporated in a rotary evaporator. The residue was triturated with a few ml. of diethyl ether and was filtered. The filtrate was evaporated and the residue was dissolved in 10 ml. of ethanol. This... Starting materials: C(C)(C)(C)OC(=O)N1CC2CC(=C(C(C1)N2C(=O)OC(C)(C)C)C(=O)O)C=2SC=C(N2)CCCO[Si](C)(C)C(C)(C)C (7-{4-[3-(tert-Butyldimethylsilanyloxy)propyl]thiazol-2-yl}-3,9-diazabicyclo[3.3.1]non-6-ene-3,6,9-tricarboxylic acid 3,9-di-tert-butyl ester), C1(CC1)NCC1=C(C(=CC=C1)Cl)Cl (cyclopropyl-(2,3-dichlorobenzyl)amine), CCN(C(C)C)C(C)C (DIPEA), C=1C=CC2=C(C1)N=NN2O (HOBt), CCN=C=NCCCN(C)C.Cl (EDC.HCl). The reagents and catalysts are CN(C)C=1C=CN=CC1 (DMAP). Run in C(Cl)Cl (CH2Cl2), C(Cl)Cl (CH2Cl2). Conditions: time 6 day. The product is C(C)(C)(C)OC(=O)N1CC2CC(=C(C(C1)N2C(=O)OC(C)(C)C)C(N(CC2=C(C(=CC=C2)Cl)Cl)C2CC2)=O)C=2SC=C(N2)CCCO[Si](C)(C)C(C)(C)C (7-{4-[3-(tert-Butyldimethylsilanyloxy)propyl]thiazol-2-yl}-6-[cyclopropyl-(2,3-dichlorobenzyl)carbamoyl]-3,9-diazabicyclo[3.3.1]non-6-ene-3,9-dicarboxylic acid di-tert-butyl ester). Isolated yield 34.4%. RXN SMILES: [C:1]([O:5][C:6]([N:8]1[CH2:15][CH:14]2[N:16]([C:17]([O:19][C:20]([CH3:23])([CH3:22])[CH3:21])=[O:18])[CH:10]([CH2:11][C:12]([C:27]3[S:28][CH:29]=[C:30]([CH2:32][CH2:33][CH2:34][O:35][Si:36]([C:39]([CH3:42])([CH3:41])[CH3:40])([CH3:38])[CH3:37])[N:31]=3)=[C:13]2[C:24]([OH:26])=O)[CH2:9]1)=[O:7])([CH3:4])([CH3:3])[CH3:2].[CH:43]1([NH:46][CH2:47][C:48]2[CH:53]=[CH:52][CH:51]=[C:50]([Cl:54])[C:49]=2[Cl:55])[CH2:45][CH2:44]1.CCN(C(C)C)C(C)C.C1C=CC2N(O)N=NC=2C=1.CCN=C=NCCCN(C)C.Cl>CN(C1C=CN=CC=1)C.C(Cl)Cl>[C:1]([O:5][C:6]([N:8]1[CH2:15][CH:14]2[N:16]([C:17]([O:19][C:20]([CH3:23])([CH3:21])[CH3:22])=[O:18])[CH:10]([CH2:11][C:12]([C:27]3[S:28][CH:29]=[C:30]([CH2:32][CH2:33][CH2:34][O:35][Si:36]([C:39]([CH3:41])([CH3:42])[CH3:40])([CH3:38])[CH3:37])[N:31]=3)=[C:13]2[C:24](=[O:26])[N:46]([CH:43]2[CH2:44][CH2:45]2)[CH2:47][C:48]2[CH:53]=[CH:52][CH:51]=[C:50]([Cl:54])[C:49]=2[Cl:55])[CH2:9]1)=[O:7])([CH3:2])([CH3:3])[CH3:4] |f:4.5|. Procedure details: A mixture of compound D2 (2.87 g, 4.60 mmol), cyclopropyl-(2,3-dichlorobenzyl)amine (prepared from 2,3-dichlorobenzaldehyde and cyclopropylamine by reductive amination, 2.49 g, 11.5 mmol), DIPEA (3.15 mL, 18.4 mmol), DMAP (140 mg, 1.15 mmol), HOBt (932 mg, 6.90 mmol) and EDC.HCl (2.65 g, 13.8 mmol) in CH2Cl2 (50 mL) was stirred at rt for 6 days. The mixture was diluted with more CH2Cl2, and washed with aq. 1M HCl (3×) and aq. sat. NaHCO3 (1×). The org. extracts were dried over MgSO4, filtered, a... The reactants are NC1=C(C=CC=C1)S (o-aminothiophenol), [OH-].[Na+] (sodium hydroxide), CC=1C=CC(=NC1)C(=O)O (5-methylpicolic acid), polyphosphoric acid. The solvent is O (water). Yields the product S1C(=NC2=C1C=CC=C2)C2=NC=C(C=C2)C (2-(benzothiazol-2-yl)-5-methylpyridine). Isolated yield 88.4%. RXN SMILES: [NH2:1][C:2]1[CH:7]=[CH:6][CH:5]=[CH:4][C:3]=1[SH:8].[CH3:9][C:10]1[CH:11]=[CH:12][C:13]([C:16](O)=O)=[N:14][CH:15]=1.[OH-].[Na+]>O>[S:8]1[C:3]2[CH:4]=[CH:5][CH:6]=[CH:7][C:2]=2[N:1]=[C:16]1[C:13]1[CH:12]=[CH:11][C:10]([CH3:9])=[CH:15][N:14]=1 |f:2.3|. Procedure details: 22.5 g (0.18 mol) of o-aminothiophenol, 25 g (0.18 mol) of 5-methylpicolic acid and 100 g of polyphosphoric acid were admixed and stirred in nitrogen gas streams at 170°-200° C. and the mixture was poured in 1 l of water. The mixture was adjusted to pH 5 with an aqueous solution of sodium hydroxide and the resulting crystals were recovered by filtration, whereupon 40 g of 2-(benzothiazol-2-yl)-5methylpyridine was obtained as crude crystals. This crude product was recrystallized from ligroine. By... Starting materials: CC1(C=C(C2=CC(=CC=C12)C(=O)NC1=CC=C(C(=O)OC)C=C1)C1=CC=CC=C1)C (Methyl 4-[(1,1-dimethyl-3-phenyl-1H-indene-5-carbonyl)amino]benzoate), [OH-].[Na+] (NaOH), Cl (HCl). Run in CO (methanol), O1CCCC1 (tetrahydrofuran). Yields the product CC1(C=C(C2=CC(=CC=C12)C(=O)NC1=CC=C(C(=O)O)C=C1)C1=CC=CC=C1)C (4-[(1,1-Dimethyl-3-phenyl-1H-indene-5-carbonyl)amino]benzoic acid). The yield is 94.5%. As a reaction SMILES: [CH3:1][C:2]1([CH3:30])[C:10]2[C:5](=[CH:6][C:7]([C:11]([NH:13][C:14]3[CH:23]=[CH:22][C:17]([C:18]([O:20]C)=[O:19])=[CH:16][CH:15]=3)=[O:12])=[CH:8][CH:9]=2)[C:4]([C:24]2[CH:29]=[CH:28][CH:27]=[CH:26][CH:25]=2)=[CH:3]1.[OH-].[Na+].Cl>CO.O1CCCC1>[CH3:1][C:2]1([CH3:30])[C:10]2[C:5](=[CH:6][C:7]([C:11]([NH:13][C:14]3[CH:23]=[CH:22][C:17]([C:18]([OH:20])=[O:19])=[CH:16][CH:15]=3)=[O:12])=[CH:8][CH:9]=2)[C:4]([C:24]2[CH:29]=[CH:28][CH:27]=[CH:26][CH:25]=2)=[CH:3]1 |f:1.2|. Procedure: Methyl 4-[(1,1-dimethyl-3-phenyl-1H-indene-5-carbonyl)amino]benzoate (359 mg, 0.90 mmol) was stirred with 4.5 mL of 2N NaOH in 5 mL of methanol and 5 mL of tetrahydrofuran for 10 hours. The solution was acidified with 1N HCl and concentrated under reduced pressure. After addition of 15 mL of water, the mixture was extracted with ethyl acetate (15 mL×3). The combined extracts were washed with water (10 mL), dried over magnesium sulfate, and evaporated. The residue was triturated in etherhexane to...